From a dataset of the Open Reaction Database (ORD), a public repository of structured organic reaction records. describe an organic reaction: reactants, conditions, products, and yield The reactants are CCN(CC)CCNC(=O)C=1C=C(C(=CC1OC)N)Cl (metoclopramide), P(=O)(Cl)(Cl)Cl (phosphorous oxychloride). Run in C(Cl)(Cl)Cl (chloroform). Product: C(C1=CN=CC=C1)(=O)O (Nicotinic acid). Reaction SMILES: CCN(CCN[C:9]([C:11]1[CH:12]=[C:13](Cl)[C:14]([NH2:19])=C[C:16]=1[O:17]C)=O)CC.P(Cl)(Cl)(Cl)=[O:22]>C(Cl)(Cl)Cl>[C:16]([OH:17])(=[O:22])[C:11]1[CH:12]=[CH:13][CH:14]=[N:19][CH:9]=1. Reported procedure: (0.075 mole) and metoclopramide (14.9 grams; (0.95 mole) having the melting point of 148° C. are dissolved in 100 ml. of chloroform. At ambient temperature, 5.6 grams of phosphorous oxychloride are added drop by drop and the batch is heated for three more hours under reflux. After extraction with 80 ml. of 10% caustic soda solution, and subsequently with water, the chloroform solution is concentrated in a vacuum and the distillation residue having a boiling point of 100 to 140° C. is recrystalli... The product is [N+](=O)([O-])C=1C=C(C=CC1)CC(=O)N[C@@H](C)C(=O)N[C@H](C(=O)OC)CC (Methyl N-[N-(3-nitrophenylacetyl)-L-alaninyl]-(S)-2-aminobutanoate). Reactants: [N+](=O)([O-])C=1C=C(C=CC1)CC(=O)N[C@@H](C)C(=O)O (N-(3-nitrophenylacetyl)-L-alanine), solid, Cl.N[C@H](C(=O)OC)CC (methyl (S)-2-aminobutanoate hydrochloride). RXN SMILES: [N+:1]([C:4]1[CH:5]=[C:6]([CH2:10][C:11]([NH:13][C@H:14]([C:16]([OH:18])=O)[CH3:15])=[O:12])[CH:7]=[CH:8][CH:9]=1)([O-:3])=[O:2].Cl.[NH2:20][C@@H:21]([CH2:26][CH3:27])[C:22]([O:24][CH3:25])=[O:23]>>[N+:1]([C:4]1[CH:5]=[C:6]([CH2:10][C:11]([NH:13][C@H:14]([C:16]([NH:20][C@@H:21]([CH2:26][CH3:27])[C:22]([O:24][CH3:25])=[O:23])=[O:18])[CH3:15])=[O:12])[CH:7]=[CH:8][CH:9]=1)([O-:3])=[O:2] |f:1.2|. Procedure details: Following General Procedure C and using N-(3-nitrophenylacetyl)-L-alanine (from Example D11 above) and methyl (S)-2-aminobutanoate hydrochloride (prepared from (S)-(+)-2-aminobutyric acid (Aldrich) using General Procedure H), the title compound was prepared as a solid (mp=154-157° C.). The reactants are COC(=O)C1=NC2=CC=CC(=C2C=C1)N=CC(CC(C)(C)C1=C(C(=CC=C1)F)OC)(C(F)(F)F)O (5-[4-(3-Fluoro-2-methoxyphenyl)-2-hydroxy-4-methyl-2-trifluoromethyl-pentylidenamino]-quinoline-2-carboxylic acid methyl ester), C([O-])(O)=O.[Na+] (sodium bicarbonate). Reagents/catalysts: [Ti](Cl)(Cl)(Cl)Cl (Titanium tetrachloride). Solvent: ClCCl (dichloromethane). Conditions: time 3 hour. Yields the product COC(=O)C1=NC2=CC=CC(=C2C=C1)NC1C(CC(C2=C(C(=CC=C12)F)OC)(C)C)(C(F)(F)F)O (5-(6-Fluoro-2-hydroxy-5-methoxy-4,4-dimethyl-2-trifluoromethyl-1,2,3,4-tetrahydro-naphthalen-1-ylamino)-quinoline-2-carboxylic acid methyl ester). RXN SMILES: [CH3:1][O:2][C:3]([C:5]1[CH:14]=[CH:13][C:12]2[C:7](=[CH:8][CH:9]=[CH:10][C:11]=2[N:15]=[CH:16][C:17]([OH:35])([C:31]([F:34])([F:33])[F:32])[CH2:18][C:19]([C:22]2[CH:27]=[CH:26][CH:25]=[C:24]([F:28])[C:23]=2[O:29][CH3:30])([CH3:21])[CH3:20])[N:6]=1)=[O:4].C(=O)(O)[O-].[Na+]>ClCCl.[Ti](Cl)(Cl)(Cl)Cl>[CH3:1][O:2][C:3]([C:5]1[CH:14]=[CH:13][C:12]2[C:7](=[CH:8][CH:9]=[CH:10][C:11]=2[NH:15][CH:16]2[C:27]3[C:22](=[C:23]([O:29][CH3:30])[C:24]([F:28])=[CH:25][CH:26]=3)[C:19]([CH3:21])([CH3:20])[CH2:18][C:17]2([OH:35])[C:31]([F:32])([F:33])[F:34])[N:6]=1)=[O:4] |f:1.2|. Procedure: 5-[4-(3-Fluoro-2-methoxyphenyl)-2-hydroxy-4-methyl-2-trifluoromethyl-pentylidenamino]-quinoline-2-carboxylic acid methyl ester (120 mg, 0.243 mmol) is dissolved in 2.0 ml of dichloromethane. Titanium tetrachloride (1 M solution in dichloromethane, 0.73 ml, 0.73 mmol) is added in drops within 15 minutes at −30° C. Then, the reaction mixture is allowed to stir for 3 hours at −30° C. to −15° C. By adding saturated sodium bicarbonate solution at −30° C., the reaction is brought to a halt. It is extr... The reactants are CCOC(=O)c1cc(OC)ccc1Oc1ccnc2cc(OC)c(OC)cc12, CCO, [Li+], [OH-], O. Product: COc1ccc(Oc2ccnc3cc(OC)c(OC)cc23)c(C(=O)O)c1. As a reaction SMILES: [CH3:1][O:2][c:3]1[cH:4][c:5]2[c:6]([O:15][c:16]3[c:17]([C:18](=[O:19])[O:20][CH2:21][CH3:22])[cH:23][c:24]([O:27][CH3:28])[cH:25][cH:26]3)[cH:7][cH:8][n:9][c:10]2[cH:11][c:12]1[O:13][CH3:14].[CH3:31][CH2:32][OH:33].[Li+:29].[OH-:30].[OH2:34]>>[CH3:1][O:2][c:3]1[cH:4][c:5]2[c:6]([O:15][c:16]3[c:17]([C:18](=[O:19])[OH:20])[cH:23][c:24]([O:27][CH3:28])[cH:25][cH:26]3)[cH:7][cH:8][n:9][c:10]2[cH:11][c:12]1[O:13][CH3:14].